This data is from the Open Reaction Database (ORD), a public repository of structured organic reaction records. The task is: describe an organic reaction: reactants, conditions, products, and yield The reactants are C(C)(C)OC1=CC(=C(C(=C1)C)C(C)=O)C (1-(4-isopropoxy-2,6-dimethylphenyl)ethanone), [Br-].[Br-].[Br-].C(CCC)[N+](CCCC)(CCCC)CCCC.C(CCC)[N+](CCCC)(CCCC)CCCC.C(CCC)[N+](CCCC)(CCCC)CCCC (tetrabutylammoniumtribromide). The solvent is C(C)#N (acetonitrile). Reaction conditions: time 8 hour. The product is BrCC(=O)C1=C(C=C(C=C1C)OC(C)C)C (2-bromo-1-(4-isopropoxy-2,6-dimethylphenyl)ethanone). Isolated yield 99.0%. RXN SMILES: [CH:1]([O:4][C:5]1[CH:10]=[C:9]([CH3:11])[C:8]([C:12](=[O:14])[CH3:13])=[C:7]([CH3:15])[CH:6]=1)([CH3:3])[CH3:2].[Br-:16].[Br-].[Br-].C([N+](CCCC)(CCCC)CCCC)CCC.C([N+](CCCC)(CCCC)CCCC)CCC.C([N+](CCCC)(CCCC)CCCC)CCC>C(#N)C>[Br:16][CH2:13][C:12]([C:8]1[C:9]([CH3:11])=[CH:10][C:5]([O:4][CH:1]([CH3:3])[CH3:2])=[CH:6][C:7]=1[CH3:15])=[O:14] |f:1.2.3.4.5.6|. Procedure: To a solution of 1-(4-isopropoxy-2,6-dimethylphenyl)ethanone (4.3 g, 20.9 mmol) in acetonitrile (41.7 mL) was added tetrabutylammoniumtribromide (TBABr3, 11.1 g, 22.9 mmol). The reaction was stirred at room temperature overnight. The solution was concentrated under reduced pressure, added with water, and extracted with ethyl acetate. The organic layer was washed with brine, dried over anhydrous MgSO4(s), and concentrated under reduced pressure to give 2-bromo-1-(4-isopropoxy-2,6-dimethylphenyl)e... Starting materials: C(C)(C)(C)C=1C=C(C=C(C1O)C(C)(C)C)CC(=O)NC1=CC(=CC(=C1OC(CC1=CC(=C(C(=C1)C(C)(C)C)O)C(C)(C)C)=O)Br)Cl (N,O-Di-(3,5-di-t-butyl-4-hydroxy-phenylacetyl)-6-amino-2-bromo-4-chloro-phenol), C([O-])([O-])=O.[K+].[K+] (potassium carbonate). The solvent is CO (methanol). Yields the product BrC1=C(C(=CC(=C1)Cl)NC(CC1=CC(=C(C(=C1)C(C)(C)C)O)C(C)(C)C)=O)O (2-bromo-4-chloro-6-(3,5-di-t-butyl-4-hydroxy-phenylacetyl-amino)-phenol). The yield is 98.3%. As a reaction SMILES: [C:1]([C:5]1[CH:6]=[C:7]([CH2:16][C:17]([NH:19][C:20]2[C:25]([O:26]C(=O)CC3C=C(C(C)(C)C)C(O)=C(C(C)(C)C)C=3)=[C:24]([Br:45])[CH:23]=[C:22]([Cl:46])[CH:21]=2)=[O:18])[CH:8]=[C:9]([C:12]([CH3:15])([CH3:14])[CH3:13])[C:10]=1[OH:11])([CH3:4])([CH3:3])[CH3:2].C(=O)([O-])[O-].[K+].[K+]>CO>[Br:45][C:24]1[CH:23]=[C:22]([Cl:46])[CH:21]=[C:20]([NH:19][C:17](=[O:18])[CH2:16][C:7]2[CH:8]=[C:9]([C:12]([CH3:13])([CH3:14])[CH3:15])[C:10]([OH:11])=[C:5]([C:1]([CH3:4])([CH3:3])[CH3:2])[CH:6]=2)[C:25]=1[OH:26] |f:1.2.3|. Procedure: A solution of N,O-Di-(3,5-di-t-butyl-4-hydroxy-phenylacetyl)-6-amino-2-bromo-4-chloro-phenol (58.1 g, 89.8 mM) in methanol (400 ml) and potassium carbonate (24.78 g, 180 mM) was stirred at room temperature for 10 minutes. The methanol was removed in-vacuo, the residue treated with 2N HCl (180 ml, 360 mM), and extracted with ethyl acetate (300 ml). The organics were dried (Na2SO4), evaporated in-vacuo, and the residue suspended in petroleum ether. The precipitate was collected to give 37.44 g (88... Starting materials: CC1=C2C=NN(C2=CC=C1O[C@@H]1CC[C@H](CC1)N1CCCC1)C1OCCCC1 (4-methyl-5-[(trans-4-pyrrolidin-1-ylcyclohexyl)oxy]-1-tetrahydro-2H-pyran-2-yl-1H-indazole), Cl.O1CCOCC1 (hydrochloric acid dioxane). Solvent: C(C)(C)O (isopropanol). The product is CC1=C2C=NNC2=CC=C1O[C@@H]1CC[C@H](CC1)N1CCCC1 (4-methyl-5-[(trans-4-pyrrolidin-1-ylcyclohexyl)oxy]-1H-indazole). Isolated yield 58.3%. Reaction SMILES: [CH3:1][C:2]1[C:10]([O:11][C@H:12]2[CH2:17][CH2:16][C@H:15]([N:18]3[CH2:22][CH2:21][CH2:20][CH2:19]3)[CH2:14][CH2:13]2)=[CH:9][CH:8]=[C:7]2[C:3]=1[CH:4]=[N:5][N:6]2C1CCCCO1.Cl.O1CCOCC1>C(O)(C)C>[CH3:1][C:2]1[C:10]([O:11][C@H:12]2[CH2:13][CH2:14][C@H:15]([N:18]3[CH2:22][CH2:21][CH2:20][CH2:19]3)[CH2:16][CH2:17]2)=[CH:9][CH:8]=[C:7]2[C:3]=1[CH:4]=[N:5][NH:6]2 |f:1.2|. Reported procedure: A mixture of 4-methyl-5-[(trans-4-pyrrolidin-1-ylcyclohexyl)oxy]-1-tetrahydro-2H-pyran-2-yl-1H-indazole (62.1 mg, 0.162 mmol), a 4N-hydrochloric acid/dioxane solution (2.0 ml) and isopropanol (2.0 ml) was stirred at room temperature for 4 hours. The solvent was distilled off and a 1N-aqueous sodium hydroxide solution (20 ml) was added to the residue, followed by extraction with ethyl acetate (20 ml) (twice). The extract solution was dried over magnesium sulfate and then concentrated to dryness, ... Starting materials: OC1=C(C=CC(=C1)F)C(C)=O ((2-hydroxy-4-fluoro phenyl)-1-ethanone). Solvent: CO (methanol). Yields the product FC1=CC=C(C=O)C=C1 (4-fluorobenzaldehyde). Isolated yield 100.0%. RXN SMILES: O[C:2]1[CH:7]=[C:6]([F:8])[CH:5]=[CH:4][C:3]=1[C:9](=[O:11])C>CO>[F:8][C:6]1[CH:7]=[CH:2][C:3]([CH:9]=[O:11])=[CH:4][CH:5]=1. Procedure details: To a mixture of (2-hydroxy-4-fluoro phenyl)-1-ethanone (3 g, 19.7 mmol) obtained in Preparation 5, and 4-fluorobenzaldehyde (4.37 g, 19.7 mmol) in methanol was slowly added sodium hydroxide solution at 0° C., under N2 atm. The reaction mixture was allowed to stir for 10 hours at 0-10° C. Water (100 mL) was added to it followed by 6 N HCl (15 mL). Solid separated was filtered off and dried under vacuum to afford 3 g (41%) of the title compound as a yellow solid.